Task: describe an organic reaction: reactants, conditions, products, and yield. Dataset: the Open Reaction Database (ORD), a public repository of structured organic reaction records Reactants: CO, N#CCc1ccc(CCl)cc1, NC(N)=S. Product: N#CCc1ccc(CSC(=N)N)cc1, Cl. RXN SMILES: [CH3:16][OH:17].[Cl:1][CH2:2][c:3]1[cH:4][cH:5][c:6]([CH2:9][C:10]#[N:11])[cH:7][cH:8]1.[NH2:12][C:13]([NH2:14])=[S:15]>>[CH2:2]([c:3]1[cH:4][cH:5][c:6]([CH2:9][C:10]#[N:11])[cH:7][cH:8]1)[S:15][C:13](=[NH:12])[NH2:14].[ClH:1]. Reactants: BrCCCCCC(SC1=CC=C(C=C1)C)C1=CC(=C(C=C1)OC)OC (4-[6-bromo-1-[(4-methylphenyl)thio]hexyl]-1,2-dimethoxybenzene), COC=1C=C2CCNCC2=CC1 (6-methoxy-1,2,3,4-tetrahydroisoquinoline), C(C)(C)N(CC)C(C)C (diisopropylethylamine), [I-].[Na+] (sodium iodide). Run in C(C)#N (acetonitrile). The product is COC=1C=C(C=CC1OC)C(CCCCCN1CC2=CC=C(C=C2CC1)OC)SC1=CC=C(C=C1)C (2-[6-(3,4-Dimethoxyphenyl)-6-[(4-methylphenyl)thio]-hexyl]-1,2,3,4-tetrahydro-6-methoxyisoquinoline). RXN SMILES: Br[CH2:2][CH2:3][CH2:4][CH2:5][CH2:6][CH:7]([C:16]1[CH:21]=[CH:20][C:19]([O:22][CH3:23])=[C:18]([O:24][CH3:25])[CH:17]=1)[S:8][C:9]1[CH:14]=[CH:13][C:12]([CH3:15])=[CH:11][CH:10]=1.[CH3:26][O:27][C:28]1[CH:29]=[C:30]2[C:35](=[CH:36][CH:37]=1)[CH2:34][NH:33][CH2:32][CH2:31]2.C(N(C(C)C)CC)(C)C.[I-].[Na+]>C(#N)C>[CH3:25][O:24][C:18]1[CH:17]=[C:16]([CH:7]([S:8][C:9]2[CH:14]=[CH:13][C:12]([CH3:15])=[CH:11][CH:10]=2)[CH2:6][CH2:5][CH2:4][CH2:3][CH2:2][N:33]2[CH2:32][CH2:31][C:30]3[C:35](=[CH:36][CH:37]=[C:28]([O:27][CH3:26])[CH:29]=3)[CH2:34]2)[CH:21]=[CH:20][C:19]=1[O:22][CH3:23] |f:3.4|. Procedure details: To a solution of 4.23 g of 4-[6-bromo-1-[(4-methylphenyl)thio]hexyl]-1,2-dimethoxybenzene in 40 mL of acetonitrile is added 3.88 g of 6-methoxy-1,2,3,4-tetrahydroisoquinoline, 1.74 mL of diisopropylethylamine and 0.01 g of sodium iodide. The solution is heated to reflux for 43 hours and cooled to room temperature. The reaction mixture is partitioned between chloroform and aqueous potassium carbonate and the organic layer is dried over magnesium sulfate. The volatiles are removed at reduced press... Reactants: C(CC(C(=O)O)CC(=O)O)(=O)O (tricarballylic acid), C(C(=O)O)(=O)O (oxalic acid), solutions, C(CC(O)(C(=O)O)CC(=O)O)(=O)O (citric acid), C([O-])([O-])=O.[Li+].[Li+] (lithium carbonate), C(C(O)C)(=O)O (lactic acid), C(CC(O)(C(=O)O)CC(=O)O)(=O)O (citric acid), [Li] (lithium). Run in O (water). Yields the product solution, C(CC(O)(C(=O)[O-])CC(=O)[O-])(=O)[O-].[Li+].[Li+].[Li+] (lithium citrate). RXN SMILES: [C:1]([OH:13])(=[O:12])[CH2:2][C:3]([CH2:8][C:9]([OH:11])=[O:10])([C:5]([OH:7])=[O:6])[OH:4].C(=O)([O-])[O-].[Li+:18].[Li+].[Li].C(O)(=O)C(C)O.C(O)(=O)C(O)=O.C(O)(=O)CC(CC(O)=O)C(O)=O>O>[C:1]([O-:13])(=[O:12])[CH2:2][C:3]([CH2:8][C:9]([O-:11])=[O:10])([C:5]([O-:7])=[O:6])[OH:4].[Li+:18].[Li+:18].[Li+:18] |f:1.2.3,9.10.11.12,^1:19|. Procedure: A 3N solution of lithium citrate was prepared by slowly adding 384.3 grams of Miles Laboratories 50% w/w citric acid to a stirred aqueous slurry of reagent grade lithium carbonate and, after complete additional of the citric acid, adding sufficient water to bring the total volume to one liter. 3N solutions of lithium neutralized lactic acid, oxalic acid, and tricarballylic acid were similarly prepared. The reactants are COC=1C=C(CC2N(CCC3=CC(=C(C=C23)O)OC)CC(=O)NC2CCC3=CC=CC=C23)C=CC1OC (2-[1-(3,4-dimethoxy-benzyl)-7-hydroxy-6-methoxy-3,4-dihydro-1H-isoquinolin-2-yl]-N-(indan-1-yl)-acetamide), ClC1=NC=C(C=N1)C (2-chloro-5-methyl-pyrimidine). The product is COC=1C=C(CC2N(CCC3=CC(=C(C=C23)OC2=NC=C(C=N2)C)OC)CC(=O)NC2CCC3=CC=CC=C23)C=CC1OC (2-[1-(3,4-dimethoxy-benzyl)-6-methoxy-7-(5-methyl-pyrimidin-2-yloxy)-3,4-dihydro-1H-isoquinolin-2-yl]-N-(indan-1-yl)-acetamide). RXN SMILES: [CH3:1][O:2][C:3]1[CH:4]=[C:5]([CH:33]=[CH:34][C:35]=1[O:36][CH3:37])[CH2:6][CH:7]1[C:16]2[C:11](=[CH:12][C:13]([O:18][CH3:19])=[C:14]([OH:17])[CH:15]=2)[CH2:10][CH2:9][N:8]1[CH2:20][C:21]([NH:23][CH:24]1[C:32]2[C:27](=[CH:28][CH:29]=[CH:30][CH:31]=2)[CH2:26][CH2:25]1)=[O:22].Cl[C:39]1[N:44]=[CH:43][C:42]([CH3:45])=[CH:41][N:40]=1>>[CH3:1][O:2][C:3]1[CH:4]=[C:5]([CH:33]=[CH:34][C:35]=1[O:36][CH3:37])[CH2:6][CH:7]1[C:16]2[C:11](=[CH:12][C:13]([O:18][CH3:19])=[C:14]([O:17][C:39]3[N:44]=[CH:43][C:42]([CH3:45])=[CH:41][N:40]=3)[CH:15]=2)[CH2:10][CH2:9][N:8]1[CH2:20][C:21]([NH:23][CH:24]1[C:32]2[C:27](=[CH:28][CH:29]=[CH:30][CH:31]=2)[CH2:26][CH2:25]1)=[O:22]. Procedure details: prepared by reaction of 2-[1-(3,4-dimethoxy-benzyl)-7-hydroxy-6-methoxy-3,4-dihydro-1H-isoquinolin-2-yl]-N-(indan-1-yl)-acetamide with 2-chloro-5-methyl-pyrimidine Starting materials: CCCCCC1CCC(N)CC1, CCOC(=O)c1nc(-c2ccncc2)no1, CC[Al](CC)CC, Cc1ccccc1, ClCCl, [Na+], O=C([O-])O. Yields the product CCCCCC1CCC(NC(=O)c2nc(-c3ccncc3)no2)CC1. Reaction SMILES: [CH2:17]([CH2:18][CH2:19][CH2:20][CH3:21])[CH:22]1[CH2:23][CH2:24][CH:25]([NH2:28])[CH2:26][CH2:27]1.[CH2:1]([O:2][C:4](=[O:5])[c:6]1[n:7][c:8](-[c:11]2[cH:12][cH:13][n:14][cH:15][cH:16]2)[n:9][o:10]1)[CH3:3].[CH2:29]([Al:30]([CH2:31][CH3:32])[CH2:33][CH3:34])[CH3:35].[CH3:41][c:42]1[cH:43][cH:44][cH:45][cH:46][cH:47]1.[Cl:48][CH2:49][Cl:50].[Na+:40].[O-:36][C:37]([OH:38])=[O:39]>>[C:4](=[O:5])([c:6]1[n:7][c:8](-[c:11]2[cH:12][cH:13][n:14][cH:15][cH:16]2)[n:9][o:10]1)[NH:28][CH:25]1[CH2:24][CH2:23][CH:22]([CH2:17][CH2:18][CH2:19][CH2:20][CH3:21])[CH2:27][CH2:26]1. Reactants: [Cl-].C(#N)C[P+](C)(C)C ((cyanomethyl)trimethylphosphonium chloride), FC1(CCN(CC1)C(=O)C=1NC2=CC=C(C=C2C1)C(=O)N1CCN(CC1)C(C)C)F ((4,4-Difluoro-piperidin-1-yl)-[5-(4-isopropyl-piperazine-1-carbonyl)-1H-indol-2-yl]-methanone), C[Si](C)(C)[N-][Si](C)(C)C.[K+] (potassium bis(trimethylsilyl)amide), C1(=CC=CC=C1)[C@H](C)O ((S)-1-phenylethanol). Solvent: C1(=CC=CC=C1)C (toluene). Product: FC1(CCN(CC1)C(=O)C=1N(C2=CC=C(C=C2C1)C(=O)N1CCN(CC1)C(C)C)[C@@H](C)C1=CC=CC=C1)F ((4,4-Difluoro-piperidin-1-yl)-[5-(4-isopropyl-piperazine-1-carbonyl)-1-((S)-1-phenyl-ethyl)-1H-indol-2-yl]-methanone). Isolated yield 32.0%. RXN SMILES: [Cl-].C(C[P+](C)(C)C)#N.C[Si]([N-][Si](C)(C)C)(C)C.[K+].[C:19]1([C@@H:25](O)[CH3:26])[CH:24]=[CH:23][CH:22]=[CH:21][CH:20]=1.[F:28][C:29]1([F:57])[CH2:34][CH2:33][N:32]([C:35]([C:37]2[NH:38][C:39]3[C:44]([CH:45]=2)=[CH:43][C:42]([C:46]([N:48]2[CH2:53][CH2:52][N:51]([CH:54]([CH3:56])[CH3:55])[CH2:50][CH2:49]2)=[O:47])=[CH:41][CH:40]=3)=[O:36])[CH2:31][CH2:30]1>C1(C)C=CC=CC=1>[F:57][C:29]1([F:28])[CH2:34][CH2:33][N:32]([C:35]([C:37]2[N:38]([C@H:25]([C:19]3[CH:24]=[CH:23][CH:22]=[CH:21][CH:20]=3)[CH3:26])[C:39]3[C:44]([CH:45]=2)=[CH:43][C:42]([C:46]([N:48]2[CH2:49][CH2:50][N:51]([CH:54]([CH3:55])[CH3:56])[CH2:52][CH2:53]2)=[O:47])=[CH:41][CH:40]=3)=[O:36])[CH2:31][CH2:30]1 |f:0.1,2.3|. Procedure: Example 123 was independently synthesized according to example 74 under inversion of the configuration (e.e. >94%), from (cyanomethyl)trimethylphosphonium chloride (prepared according to Tetrahedron Lett. 1996, 37 (14), 2459-62), potassium bis(trimethylsilyl)amide, (S)-1-phenylethanol and (4,4-difluoro-piperidin-1-yl)-[5-(4-isopropyl-piperazine-1-carbonyl)-1H-indol-2-yl]-methanone (example 32) in toluene, to give the compound as a light brown foam (32%). Starting materials: Cc1cccc(C)c1NC(=O)CN1CCN(CC(O)COC2Cc3ccccc3C2)CC1, CC(C)O, OCc1ccc2ccccc2c1. Yields the product Cc1cccc(C)c1NC(=O)CN1CCN(CC(O)COCc2ccc3ccccc3c2)CC1. As a reaction SMILES: [CH3:1][c:2]1[c:3]([NH:9][C:10]([CH2:11][N:12]2[CH2:13][CH2:14][N:15]([CH2:18][CH:19]([CH2:20][O:21][CH:22]3[CH2:23][c:24]4[c:25]([cH:26][cH:27][cH:28][cH:29]4)[CH2:30]3)[OH:31])[CH2:16][CH2:17]2)=[O:32])[c:4]([CH3:8])[cH:5][cH:6][cH:7]1.[CH3:45][CH:46]([OH:47])[CH3:48].[OH:33][CH2:34][c:35]1[cH:36][cH:37][c:38]2[cH:39][cH:40][cH:41][cH:42][c:43]2[cH:44]1>>[CH3:1][c:2]1[c:3]([NH:9][C:10]([CH2:11][N:12]2[CH2:13][CH2:14][N:15]([CH2:18][CH:19]([CH2:20][O:33][CH2:34][c:35]3[cH:36][cH:37][c:38]4[cH:39][cH:40][cH:41][cH:42][c:43]4[cH:44]3)[OH:31])[CH2:16][CH2:17]2)=[O:32])[c:4]([CH3:8])[cH:5][cH:6][cH:7]1.